This data is from the Open Reaction Database (ORD), a public repository of structured organic reaction records. The task is: describe an organic reaction: reactants, conditions, products, and yield Starting materials: CO, [K+], [OH-], COC(=O)CCCCCCCCCC=CCCCCO, OCC(O)CCl. The product is O=C1CCCCCCCCCC=CCCCCO1. RXN SMILES: [CH3:29][OH:30].[K+:22].[OH-:21].[OH:1][CH2:2][CH2:3][CH2:4][CH2:5][CH:6]=[CH:7][CH2:8][CH2:9][CH2:10][CH2:11][CH2:12][CH2:13][CH2:14][CH2:15][CH2:16][C:17](=[O:18])[O:19][CH3:20].[OH:23][CH2:24][CH:25]([CH2:26][Cl:27])[OH:28]>>[CH2:3]1[CH2:4][CH2:5][CH:6]=[CH:7][CH2:8][CH2:9][CH2:10][CH2:11][CH2:12][CH2:13][CH2:14][CH2:15][CH2:16][C:17](=[O:18])[O:19][CH2:20]1. Starting materials: CC#N, CC1COCCN1c1cc(COS(C)(=O)=O)nc(-c2ccc(NC(=O)Nc3ccccc3)cc2)n1, CC(C)S, C1CCC2=NCCCN2CC1. The product is CC(C)SCc1cc(N2CCOCC2C)nc(-c2ccc(NC(=O)Nc3ccccc3)cc2)n1. Reaction SMILES: [CH3:40][C:41]#[N:42].[CH3:5][CH:6]1[CH2:7][O:8][CH2:9][CH2:10][N:11]1[c:12]1[n:13][c:14](-[c:24]2[cH:25][cH:26][c:27]([NH:30][C:31](=[O:32])[NH:33][c:34]3[cH:35][cH:36][cH:37][cH:38][cH:39]3)[cH:28][cH:29]2)[n:15][c:16]([CH2:18][O:19][S:20]([CH3:21])(=[O:22])=[O:23])[cH:17]1.[CH:1]([CH3:2])([CH3:3])[SH:4].[N:43]12[CH2:44][CH2:45][CH2:46][N:47]=[C:48]1[CH2:49][CH2:50][CH2:51][CH2:52][CH2:53]2>>[CH:1]([CH3:2])([CH3:3])[S:4][CH2:18][c:16]1[n:15][c:14](-[c:24]2[cH:25][cH:26][c:27]([NH:30][C:31](=[O:32])[NH:33][c:34]3[cH:35][cH:36][cH:37][cH:38][cH:39]3)[cH:28][cH:29]2)[n:13][c:12]([N:11]2[CH:6]([CH3:5])[CH2:7][O:8][CH2:9][CH2:10]2)[cH:17]1. Starting materials: COC1=CC=C(CN(C2=NC=C(C=N2)C=2C3=C(N=C(N2)N2CCOCC2)N(CC3)C3=CC=C(C(=O)O)C=C3)CC3=CC=C(C=C3)OC)C=C1 (4-(4-{2-[bis-(4-methoxy-benzyl)-amino]-pyrimidin-5-yl}-2-morpholin-4-yl-5,6-dihydro-pyrrolo[2,3-d]pyrimidin-7-yl)-benzoic acid), NCC1=CC=NC=C1 (4-(aminomethyl)pyridine). Product: COC1=CC=C(CN(C2=NC=C(C=N2)C=2C3=C(N=C(N2)N2CCOCC2)N(CC3)C3=CC=C(C(=O)NCC2=CC=NC=C2)C=C3)CC3=CC=C(C=C3)OC)C=C1 (4-[4-{2-[bis-(4-methoxy-benzyl)-amino]-pyrimidin-5-yl}-2-morpholin-4-yl-5,6-dihydro-pyrrolo[2,3-d]pyrimidin-7-yl]-N-pyridin-4-ylmethyl-benzamide). Isolated yield 131.2%. Reaction SMILES: [CH3:1][O:2][C:3]1[CH:49]=[CH:48][C:6]([CH2:7][N:8]([CH2:39][C:40]2[CH:45]=[CH:44][C:43]([O:46][CH3:47])=[CH:42][CH:41]=2)[C:9]2[N:14]=[CH:13][C:12]([C:15]3[C:16]4[CH2:29][CH2:28][N:27]([C:30]5[CH:38]=[CH:37][C:33]([C:34]([OH:36])=O)=[CH:32][CH:31]=5)[C:17]=4[N:18]=[C:19]([N:21]4[CH2:26][CH2:25][O:24][CH2:23][CH2:22]4)[N:20]=3)=[CH:11][N:10]=2)=[CH:5][CH:4]=1.[NH2:50][CH2:51][C:52]1[CH:57]=[CH:56][N:55]=[CH:54][CH:53]=1>>[CH3:47][O:46][C:43]1[CH:42]=[CH:41][C:40]([CH2:39][N:8]([CH2:7][C:6]2[CH:48]=[CH:49][C:3]([O:2][CH3:1])=[CH:4][CH:5]=2)[C:9]2[N:10]=[CH:11][C:12]([C:15]3[C:16]4[CH2:29][CH2:28][N:27]([C:30]5[CH:38]=[CH:37][C:33]([C:34]([NH:50][CH2:51][C:52]6[CH:57]=[CH:56][N:55]=[CH:54][CH:53]=6)=[O:36])=[CH:32][CH:31]=5)[C:17]=4[N:18]=[C:19]([N:21]4[CH2:22][CH2:23][O:24][CH2:25][CH2:26]4)[N:20]=3)=[CH:13][N:14]=2)=[CH:45][CH:44]=1. Procedure details: Using 4-(4-{2-[bis-(4-methoxy-benzyl)-amino]-pyrimidin-5-yl}-2-morpholin-4-yl-5,6-dihydro-pyrrolo[2,3-d]pyrimidin-7-yl)-benzoic acid (80.0 mg, 0.121 mmol) obtained in Step A in Example 1-D-19 and 4-(aminomethyl)pyridine (18.5 μl, 0.182 mmol) instead of 3-(aminomethyl)pyridine, amidation was carried out in the same manner as Step B in Example 1-D-19, to obtain a crude product of 4-[4-{2-[bis-(4-methoxy-benzyl)-amino]-pyrimidin-5-yl}-2-morpholin-4-yl-5,6-dihydro-pyrrolo[2,3-d]pyrimidin-7-yl]-N-pyr...